Dataset: the Open Reaction Database (ORD), a public repository of structured organic reaction records. Task: describe an organic reaction: reactants, conditions, products, and yield Starting materials: Oc1cncc(Br)c1, Cc1ccccc1, Cl, OC1CCOCC1, c1ccc(P(c2ccccc2)c2ccccc2)cc1. The product is Brc1cncc(OC2CCOCC2)c1. As a reaction SMILES: [Br:1][c:2]1[cH:3][c:4]([OH:8])[cH:5][n:6][cH:7]1.[CH3:35][c:36]1[cH:37][cH:38][cH:39][cH:40][cH:41]1.[ClH:42].[O:9]1[CH2:10][CH2:11][CH:12]([OH:15])[CH2:13][CH2:14]1.[c:16]1([P:17]([c:18]2[cH:19][cH:20][cH:21][cH:22][cH:23]2)[c:24]2[cH:25][cH:26][cH:27][cH:28][cH:29]2)[cH:30][cH:31][cH:32][cH:33][cH:34]1>>[Br:1][c:2]1[cH:3][c:4]([O:8][CH:12]2[CH2:11][CH2:10][O:9][CH2:14][CH2:13]2)[cH:5][n:6][cH:7]1. The reactants are COC=1C=C(C=CC1OC)C=CC(=O)C1=CC(=CC=C1)O (3,4-Dimethoxy-3'-hydroxy chalcone), CCOC(=O)C (EtOAc). The reagents and catalysts are [Pd] (Pd on Carbon). Solvent: CC(=O)C (Acetone). Conditions: time 3 hour. The product is COC=1C=C(C=CC1OC)CCC(=O)C1=CC(=CC=C1)O (3-(3,4-Dimethoxyphenyl)-1-(3-hydroxyphenyl)propan-1-one). Yield: 77.7%. RXN SMILES: [CH3:1][O:2][C:3]1[CH:4]=[C:5]([CH:11]=[CH:12][C:13]([C:15]2[CH:20]=[CH:19][CH:18]=[C:17]([OH:21])[CH:16]=2)=[O:14])[CH:6]=[CH:7][C:8]=1[O:9][CH3:10].CCOC(C)=O>[Pd].CC(C)=O>[CH3:1][O:2][C:3]1[CH:4]=[C:5]([CH2:11][CH2:12][C:13]([C:15]2[CH:20]=[CH:19][CH:18]=[C:17]([OH:21])[CH:16]=2)=[O:14])[CH:6]=[CH:7][C:8]=1[O:9][CH3:10]. Procedure: A solution of 3,4-Dimethoxy-3'-hydroxy chalcone (4) (10 g, 35.2 mmol) in a 1:1 mixture of EtOAc:Acetone (40 mL) was treated with 10% Pd on Carbon (500 mg) and the mixture hydrogenated at 40-50 psi pressure of H2 for 3 h. The reaction mixture was filtered through a pad of Celite with the aid of acetone and the filtrate concentrated to afford a crude solid. The crude solid was triturated with EtOAc and filtered to afford 7.83 g (78%) of white solids which proved to be of ~90% purity by 1H NMR anal... The reactants are N#Cc1ccccc1-c1ccc(CBr)cc1, CCCc1nc(C)c(-c2ccccc2)c(=O)[nH]1, CCOC(C)=O, CN(C)C=O, [H-], [Na+], O. The product is CCCc1nc(C)c(-c2ccccc2)c(=O)n1Cc1ccc(-c2ccccc2C#N)cc1. As a reaction SMILES: [Br:18][CH2:19][c:20]1[cH:21][cH:22][c:23](-[c:26]2[c:27]([C:32]#[N:33])[cH:28][cH:29][cH:30][cH:31]2)[cH:24][cH:25]1.[CH3:1][c:2]1[c:3](-[c:12]2[cH:13][cH:14][cH:15][cH:16][cH:17]2)[c:4](=[O:11])[nH:5][c:6]([CH2:8][CH2:9][CH3:10])[n:7]1.[CH3:36][CH2:37][O:38][C:39](=[O:40])[CH3:41].[CH3:42][N:43]([CH3:44])[CH:45]=[O:46].[H-:34].[Na+:35].[OH2:47]>>[CH3:1][c:2]1[c:3](-[c:12]2[cH:13][cH:14][cH:15][cH:16][cH:17]2)[c:4](=[O:11])[n:5]([CH2:19][c:20]2[cH:21][cH:22][c:23](-[c:26]3[c:27]([C:32]#[N:33])[cH:28][cH:29][cH:30][cH:31]3)[cH:24][cH:25]2)[c:6]([CH2:8][CH2:9][CH3:10])[n:7]1. The reactants are N-tert-butoxycarbonyl-N-butylpiperazine, Cl (hydrochloric acid), C([O-])([O-])=O.[K+].[K+] (potassium carbonate), C(CCC)I (butyl iodide), C(C)(C)(C)OC(=O)N1CCNCC1 (N-(tert-butoxycarbonyl)piperazine). Solvent: CN(C=O)C (dimethylformamide). Product: Cl.Cl.C(CCC)N1CCNCC1 (N-butylpiperazine.dihydrochloride). As a reaction SMILES: C(O[C:6]([N:8]1[CH2:13][CH2:12][NH:11][CH2:10][CH2:9]1)=O)(C)(C)C.C(=O)([O-])[O-].[K+].[K+].[CH2:20](I)[CH2:21][CH2:22]C.[ClH:25]>CN(C)C=O>[ClH:25].[ClH:25].[CH2:6]([N:8]1[CH2:9][CH2:10][NH:11][CH2:12][CH2:13]1)[CH2:20][CH2:21][CH3:22] |f:1.2.3,7.8.9|. Reported procedure: To a dimethylformamide (7 ml) solution containing N-(tert-butoxycarbonyl)piperazine (1.0 g) were added potassium carbonate (742 mg) and then butyl iodide (1.09 g), and the mixture was stirred at room temperature for 15 hours to undergo reaction, thereby obtaining N-tert-butoxycarbonyl-N-butylpiperazine. This compound was acid-treated with hydrochloric acid to obtain N-butylpiperazine.dihydrochloride. Starting materials: F[B-](F)(F)F, CC(C)(C)c1ccc(CNCCc2cccc(Cl)c2)cc1, CCN(C(C)C)C(C)C, CN(C)C=O, O, CN(C)C(On1nnc2ccccc21)=[N+](C)C, O=C(O)c1cccc2cc[nH]c12. Product: CC(C)(C)c1ccc(CN(CCc2cccc(Cl)c2)C(=O)c2cccc3cc[nH]c23)cc1. As a reaction SMILES: [B-:13]([F:14])([F:15])([F:16])[F:17].[C:44]([CH3:45])([CH3:46])([CH3:47])[c:48]1[cH:49][cH:50][c:51]([CH2:52][NH:53][CH2:54][CH2:55][c:56]2[cH:57][c:58]([Cl:62])[cH:59][cH:60][cH:61]2)[cH:63][cH:64]1.[CH:35]([N:36]([CH2:37][CH3:38])[CH:39]([CH3:40])[CH3:41])([CH3:42])[CH3:43].[O:65]=[CH:66][N:67]([CH3:68])[CH3:69].[OH2:70].[n:18]1([O:19][C:20]([N:21]([CH3:22])[CH3:23])=[N+:24]([CH3:25])[CH3:26])[c:27]2[cH:28][cH:29][cH:30][cH:31][c:32]2[n:33][n:34]1.[nH:1]1[cH:2][cH:3][c:4]2[cH:5][cH:6][cH:7][c:8]([C:10](=[O:11])[OH:12])[c:9]12>>[nH:1]1[cH:2][cH:3][c:4]2[cH:5][cH:6][cH:7][c:8]([C:10](=[O:12])[N:53]([CH2:52][c:51]3[cH:50][cH:49][c:48]([C:44]([CH3:45])([CH3:46])[CH3:47])[cH:64][cH:63]3)[CH2:54][CH2:55][c:56]3[cH:57][c:58]([Cl:62])[cH:59][cH:60][cH:61]3)[c:9]12. Reactants: CN1C(=CC(=C1)C)CC(=O)OCC (ethyl 1,4-dimethylpyrrole-2-acetate), [N+](=O)([O-])C1=C(C(=O)Cl)C=CC=C1 (2-nitrobenzoyl chloride), C([O-])(O)=O.[Na+] (sodium bicarbonate). Solvent: C=1(C(=CC=CC1)C)C (xylene). Yields the product CN1C(=C(C=C1CC(=O)OCC)C)C(C1=C(C=CC=C1)[N+](=O)[O-])=O (ethyl 1,3-dimethyl-2-(2-nitrobenzoyl)-pyrrole-5-acetate). The yield is 93.7%. RXN SMILES: [CH3:1][N:2]1[CH:6]=[C:5]([CH3:7])[CH:4]=[C:3]1[CH2:8][C:9]([O:11][CH2:12][CH3:13])=[O:10].[N+:14]([C:17]1[CH:25]=[CH:24][CH:23]=[CH:22][C:18]=1[C:19](Cl)=[O:20])([O-:16])=[O:15].C(=O)(O)[O-].[Na+]>C1(C)C(C)=CC=CC=1>[CH3:1][N:2]1[C:3]([CH2:8][C:9]([O:11][CH2:12][CH3:13])=[O:10])=[CH:4][C:5]([CH3:7])=[C:6]1[C:19](=[O:20])[C:18]1[CH:22]=[CH:23][CH:24]=[CH:25][C:17]=1[N+:14]([O-:16])=[O:15] |f:2.3|. Procedure: A solution of 5.7 g (0.032 mole) of ethyl 1,4-dimethylpyrrole-2-acetate and 7.0 g (0.038 mole) of 2-nitrobenzoyl chloride in 130 ml xylene is heated at reflux under nitrogen for 18 hours. The mixture is stirred vigorously over a saturated sodium bicarbonate solution for 3 hours at room temperature. The xylene layer is separated from the aqueous layer, washed with brine, dried and filtered. The filtrate is concentrated in vacuo to give 9.9 g (95%) crude ethyl 1,3-dimethyl-2-(2-nitrobenzoyl)-pyrro... Starting materials: BrC1=NC=CC(=C1)CC#N ((2-bromopyridin-4-yl)-acetonitrile), BrCCBr (1,2-dibromoethane), CCOCC (Et2O), [H-].[Na+] (NaH). Run in CS(=O)C (DMSO), CS(=O)C (DMSO), CCOC(=O)C (EtOAc), O (water). Conditions: time 18 hour. The product is BrC1=NC=CC(=C1)C1(CC1)C#N (1-(2-bromopyridin-4-yl)-cyclopropanecarbonitrile). As a reaction SMILES: [Br:1][C:2]1[CH:7]=[C:6]([CH2:8][C:9]#[N:10])[CH:5]=[CH:4][N:3]=1.Br[CH2:12][CH2:13]Br.CCOCC.[H-].[Na+]>CS(C)=O.CCOC(C)=O.O>[Br:1][C:2]1[CH:7]=[C:6]([C:8]2([C:9]#[N:10])[CH2:13][CH2:12]2)[CH:5]=[CH:4][N:3]=1 |f:3.4|. Reported procedure: A solution of (2-bromopyridin-4-yl)-acetonitrile (1.20 g, 6.09 mmol) and the 1,2-dibromoethane (0.663 mL, 7.61 mmol) in a mixture of anhydrous Et2O (5 mL) and anhydrous DMSO (1 mL) is added to a suspension of NaH (60% dispersion in mineral oil, 585 mg, 14.6 mmol) in anhydrous DMSO (10 mL) while controlling the resulting exotherm by cooling in a water bath, and the resulting mixture is stirred at room temperature. After 18 hours, water (10 mL) and EtOAc (10 mL) are added, phases are separated and... Starting materials: Cl.N[C@@H]1CC[C@H](CC1)NC(=O)C1=C(NC2=C1N=CN=C2C2=C(C=CC(=C2)C(F)(F)F)OCC2CC2)C (N-(trans-4-aminocyclohexyl)-4-[2-(cyclopropylmethoxy)-5-(trifluoromethyl)phenyl]-6-methyl-5H-pyrrolo[3,2-d]pyrimidine-7-carboxamide hydrochloride), COCC(=O)Cl (methoxy-acetyl chloride). Yields the product C1(CC1)COC1=C(C=C(C=C1)C(F)(F)F)C=1C2=C(N=CN1)C(=C(N2)C)C(=O)N[C@@H]2CC[C@H](CC2)NC(COC)=O (4-[2-(Cyclopropylmethoxy)-5-(trifluoromethyl)phenyl]-N-{trans-4-[(methoxyacetyl)amino]cyclohexyl}-6-methyl-5H-pyrrolo[3,2-d]pyrimidine-7-carboxamide). RXN SMILES: Cl.[NH2:2][C@H:3]1[CH2:8][CH2:7][C@H:6]([NH:9][C:10]([C:12]2[C:16]3[N:17]=[CH:18][N:19]=[C:20]([C:21]4[CH:26]=[C:25]([C:27]([F:30])([F:29])[F:28])[CH:24]=[CH:23][C:22]=4[O:31][CH2:32][CH:33]4[CH2:35][CH2:34]4)[C:15]=3[NH:14][C:13]=2[CH3:36])=[O:11])[CH2:5][CH2:4]1.[CH3:37][O:38][CH2:39][C:40](Cl)=[O:41]>>[CH:33]1([CH2:32][O:31][C:22]2[CH:23]=[CH:24][C:25]([C:27]([F:30])([F:29])[F:28])=[CH:26][C:21]=2[C:20]2[C:15]3[NH:14][C:13]([CH3:36])=[C:12]([C:10]([NH:9][C@H:6]4[CH2:7][CH2:8][C@H:3]([NH:2][C:40](=[O:41])[CH2:39][O:38][CH3:37])[CH2:4][CH2:5]4)=[O:11])[C:16]=3[N:17]=[CH:18][N:19]=2)[CH2:34][CH2:35]1 |f:0.1|. Reported procedure: Starting from N-(trans-4-aminocyclohexyl)-4-[2-(cyclopropylmethoxy)-5-(trifluoromethyl)phenyl]-6-methyl-5H-pyrrolo[3,2-d]pyrimidine-7-carboxamide hydrochloride (example D.f32) and commercially available methoxy-acetyl chloride the title compound is obtained as colorless solid. Starting materials: product, CC=1OC2=C(N1)C=CC=C2 (2-methylbenzoxazole), [OH-].[Na+] (sodium hydroxide). The solvent is CS(=O)C (DMSO). Product: O1C=NC2=C1C=CC=C2 (benzoxazole). The yield is 196.7%. As a reaction SMILES: C[C:2]1[O:3][C:4]2[CH:10]=[CH:9][CH:8]=[CH:7][C:5]=2[N:6]=1.[OH-].[Na+]>CS(C)=O>[O:3]1[C:4]2[CH:10]=[CH:9][CH:8]=[CH:7][C:5]=2[N:6]=[CH:2]1 |f:1.2|. Procedure: To a solution of this product (8.0 g, 35 mmol) and 2-methylbenzoxazole (4.5 ml, 35 mmol) in DMSO (35 ml) was added a 50% aqueous sodium hydroxide solution (15 ml) and worked up as in Example 8 to give (E)-2-[2-(3,5-dimethyl)-4-chloropropoxyphenyl)ethenyl]benzoxazole as a solid (8.2 g, 70% yield). 1H NMR (CDCl3): δ 7.81-6.88 (m, 8H), 4.01 (t, 2H), 3.66 (t, 2H), 2.31 (s, 6H), 2.00 (m, 2H). Reaction SMILES: [CH3:1][O:2][C:3](=[O:13])[C:4]1[CH:9]=[CH:8][C:7]([CH2:10][CH3:11])=[C:6]([OH:12])[CH:5]=1.Br[CH2:15][CH2:16][CH2:17][OH:18].C([O-])([O-])=O.[K+].[K+].O>C(#N)C>[CH3:1][O:2][C:3](=[O:13])[C:4]1[CH:9]=[CH:8][C:7]([CH2:10][CH3:11])=[C:6]([O:12][CH2:15][CH2:16][CH2:17][OH:18])[CH:5]=1 |f:2.3.4|. The reactants are COC(C1=CC(=C(C=C1)CC)O)=O (4-ethyl-3-hydroxy-benzoic acid methyl ester), BrCCCO (3-bromo-1-propanol), C(=O)([O-])[O-].[K+].[K+] (K2CO3), O (water). Yields the product COC(C1=CC(=C(C=C1)CC)OCCCO)=O (4-Ethyl-3-(3-hydroxy-propoxy)-benzoic acid methyl ester). Run in C(C)#N (acetonitrile). Reported procedure: To a solution of 4-ethyl-3-hydroxy-benzoic acid methyl ester (3.21 g, 17.81 mmol) in acetonitrile (35 mL) are added 3-bromo-1-propanol (1.85 mL, 21.37 mmol) and K2CO3 (3.69 g, 26.7 mmol). The solution is refluxed for 4 h, then poured into water and extracted three times with AcOEt. The combined organic extracts are washed with brine, dried over Na2SO4, filtered and concentrated to give the title product. TLC, Rf (c-hexane/AcOEt 8:2)=0.15, MS (LC-MS): 239.2 [M+H]+, tR (HPLC, Macherey-Nagel Nucleo...